From a dataset of the Open Reaction Database (ORD), a public repository of structured organic reaction records. describe an organic reaction: reactants, conditions, products, and yield Starting materials: O (water), [OH-].[Na+] (sodium hydroxide), O (water), C1(CC1)C(=O)N1CCC(CC1)C=1OC2=C(C1)C=CC=C2 (1-(cyclopropylcarbonyl)-4-(2-benzofuranyl)-piperidine), [H-].[Al+3].[Li+].[H-].[H-].[H-] (lithium aluminium hydride), [H-].[Al+3].[Li+].[H-].[H-].[H-] (lithium aluminium hydride). The solvent is O1CCCC1 (tetrahydrofuran), O1CCCC1 (tetrahydrofuran). Yields the product C1(CC1)CN1CCC(CC1)C=1OC2=C(C1)C=CC=C2 (1 -(cyclopropylmethyl)-4-(2-benzofuranyl)-piperidine). Reaction SMILES: [CH:1]1([C:4]([N:6]2[CH2:11][CH2:10][CH:9]([C:12]3[O:13][C:14]4[CH:20]=[CH:19][CH:18]=[CH:17][C:15]=4[CH:16]=3)[CH2:8][CH2:7]2)=O)[CH2:3][CH2:2]1.[H-].[Al+3].[Li+].[H-].[H-].[H-].O.[OH-].[Na+]>O1CCCC1>[CH:1]1([CH2:4][N:6]2[CH2:11][CH2:10][CH:9]([C:12]3[O:13][C:14]4[CH:20]=[CH:19][CH:18]=[CH:17][C:15]=4[CH:16]=3)[CH2:8][CH2:7]2)[CH2:2][CH2:3]1 |f:1.2.3.4.5.6,8.9|. Reported procedure: A solution of 14.5 g of 1-(cyclopropylcarbonyl)-4-(2-benzofuranyl)-piperidine in 100 ml of tetrahydrofuran is added dropwise to a refluxing solution of 13.5 g of lithium aluminium hydride in 200 ml of tetrahydrofuran. After 15 hours' refluxing, the reaction mixture is cooled, and the excess lithium aluminium hydride broken down at -10° by means of 15 ml of water, 15 ml of 10% sodium hydroxide solution and 45 ml of water. The reaction solution is filtered off under suction and the filter residue ... Reactants: C[C@]12CCC(=O)C=C1CC[C@@H]3[C@@H]2[C@H](C[C@]4([C@H]3CC[C@@]4(C(=O)CO)O)C)O (cortisol), C[N+]1=C2C=CC=CC2=C(C3=CC=CC=C31)C(=O)OC4=CC=CC=C4 (acridinium ester). Product: C[N+]1=C2C=CC=CC2=C(C3=CC=CC=C31)C(=O)OC4=CC=CC=C4.C[C@]12CCC(=O)C=C1CC[C@@H]3[C@@H]2[C@H](C[C@]4([C@H]3CC[C@@]4(C(=O)CO)O)C)O (acridinium ester cortisol). Reaction SMILES: [CH3:1][C@@:2]12[C@H:12]3[C@@H:13]([OH:26])[CH2:14][C@:15]4([CH3:25])[C@@:19]([OH:24])([C:20]([CH2:22][OH:23])=[O:21])[CH2:18][CH2:17][C@H:16]4[C@@H:11]3[CH2:10][CH2:9][C:8]1=[CH:7][C:5](=[O:6])[CH2:4][CH2:3]2.[CH3:27][N+:28]1[C:41]2[C:36](=[CH:37][CH:38]=[CH:39][CH:40]=2)[C:35]([C:42]([O:44][C:45]2[CH:50]=[CH:49][CH:48]=[CH:47][CH:46]=2)=[O:43])=[C:34]2[C:29]=1[CH:30]=[CH:31][CH:32]=[CH:33]2>>[CH3:27][N+:28]1[C:29]2[C:34](=[CH:33][CH:32]=[CH:31][CH:30]=2)[C:35]([C:42]([O:44][C:45]2[CH:50]=[CH:49][CH:48]=[CH:47][CH:46]=2)=[O:43])=[C:36]2[C:41]=1[CH:40]=[CH:39][CH:38]=[CH:37]2.[CH3:1][C@@:2]12[C@H:12]3[C@@H:13]([OH:26])[CH2:14][C@:15]4([CH3:25])[C@@:19]([OH:24])([C:20]([CH2:22][OH:23])=[O:21])[CH2:18][CH2:17][C@H:16]4[C@@H:11]3[CH2:10][CH2:9][C:8]1=[CH:7][C:5](=[O:6])[CH2:4][CH2:3]2 |f:2.3|. Procedure details: incubating the activated cortisol intermediate with an acridinium ester to form an acridinium ester-cortisol conjugate or an acridinium ester-cortisol derivative conjugate, Reactants: Cl[Sn]Cl (SnCl2), O (H2O), C(C=C)OC(C1=CC(=C(C=C1)N(CC1=CC=C(C=C1)OC(F)(F)F)C(=O)OC(C)(C)C)[N+](=O)[O-])=O (4-[tert-butoxycarbonyl-(4-trifluoromethoxy-benzyl)-amino]-3-nitro-benzoic acid allyl ester), CN(C)C=O (DMF). Reaction conditions: time 16 hour. The product is C(C=C)OC(C1=C(C=C(C=C1)N(CC1=CC=C(C=C1)OC(F)(F)F)C(=O)OC(C)(C)C)N)=O (Amino-4-[tert-butoxycarbonyl-(4-trifluoromethoxy-benzyl)-amino]-benzoic acid allyl ester). As a reaction SMILES: [CH2:1]([O:4][C:5](=[O:35])[C:6]1[CH:11]=[CH:10][C:9]([N:12]([C:25]([O:27][C:28]([CH3:31])([CH3:30])[CH3:29])=[O:26])[CH2:13][C:14]2[CH:19]=[CH:18][C:17]([O:20][C:21]([F:24])([F:23])[F:22])=[CH:16][CH:15]=2)=[C:8]([N+]([O-])=O)[CH:7]=1)[CH:2]=[CH2:3].Cl[Sn]Cl.O.C[N:41](C=O)C>>[CH2:1]([O:4][C:5](=[O:35])[C:6]1[CH:11]=[CH:10][C:9]([N:12]([C:25]([O:27][C:28]([CH3:29])([CH3:31])[CH3:30])=[O:26])[CH2:13][C:14]2[CH:19]=[CH:18][C:17]([O:20][C:21]([F:23])([F:22])[F:24])=[CH:16][CH:15]=2)=[CH:8][C:7]=1[NH2:41])[CH:2]=[CH2:3]. Procedure details: 2 g of 4-[tert-butoxycarbonyl-(4-trifluoromethoxy-benzyl)-amino]-3-nitro-benzoic acid allyl ester (4.0 mmol) were dissolved in 20 ml DMF. 2.8 g SnCl2×2 H2O (12 mmol) are added and the reaction stirred at room temperature for 16 h. The crude was filtered over Kieselgel and the solvent evaporated. MS(ISP): 467.3 (M+H)+. Starting materials: C(C1=CC=CC=C1)OC=1C=C(C=CC1F)N (3-Benzyloxy-4-fluoro-phenylamine), C(CC(=O)C)(=O)OCC (ethyl acetoacetate), C(=O)(O)[O-].[Na+] (NaHCO3), O (water). The reagents and catalysts are O.C1(=CC=C(C=C1)S(=O)(=O)O)C (p-toluenesulfonic acid monohydrate). The solvent is C1CCCCC1 (cyclohexane). Product: C(C)OC(C=C(C)NC1=CC(=C(C=C1)F)OCC1=CC=CC=C1)=O (3-(3-benzyloxy-4-fluoro-phenylamino)-but-2-enoic acid ethyl ester). The yield is 98.9%. As a reaction SMILES: [CH2:1]([O:8][C:9]1[CH:10]=[C:11]([NH2:16])[CH:12]=[CH:13][C:14]=1[F:15])[C:2]1[CH:7]=[CH:6][CH:5]=[CH:4][CH:3]=1.[C:17]([O:23][CH2:24][CH3:25])(=[O:22])[CH2:18][C:19]([CH3:21])=O.O.C([O-])(O)=O.[Na+]>C1CCCCC1.O.C1(C)C=CC(S(O)(=O)=O)=CC=1>[CH2:24]([O:23][C:17](=[O:22])[CH:18]=[C:19]([NH:16][C:11]1[CH:12]=[CH:13][C:14]([F:15])=[C:9]([O:8][CH2:1][C:2]2[CH:3]=[CH:4][CH:5]=[CH:6][CH:7]=2)[CH:10]=1)[CH3:21])[CH3:25] |f:3.4,6.7|. Procedure details: 92.7 g (0.43 mol) of 3-Benzyloxy-4-fluoro-phenylamine, 57 ml (0.45 mol) of ethyl acetoacetate and 0.81 g (4 mmol) of p-toluenesulfonic acid monohydrate in 370 ml of cyclohexane were heated at reflux for 3 h in the presence of a water separator funnel. The reaction mixture was cooled to RT, ACOEt (1 l) and saturated aqueous NaHCO3 solution (0.5 l) were added, the layers were separated and the organic layer once extracted with AcOEt (0.3 l). The combined organic layers were dried over magnesium su... Starting materials: C(C1=CC=CC=C1)OC1=NC=CC2=CC(=C(C=C12)Cl)OC1(CCN(CC1)CC1=CC=CC=C1)C1=CC=CC=C1 (1-Benzyloxy-6-(1-benzyl-4-phenyl-piperidin-4-yloxy)-7-chloro-isoquinoline), CO (methanol). The solvent is O (water), Cl (HCl). Conditions: time 8 hour. The product is C(C1=CC=CC=C1)N1CCC(CC1)(OC=1C=C2C=CNC(C2=CC1Cl)=O)C1=CC=CC=C1 (6-(1-Benzyl-4-phenyl-piperidin-4-yl oxy)-7-chloro-2H-isoquinolin-1-one). Isolated yield 12.8%. As a reaction SMILES: C([O:8][C:9]1[C:18]2[C:13](=[CH:14][C:15]([O:20][C:21]3([C:34]4[CH:39]=[CH:38][CH:37]=[CH:36][CH:35]=4)[CH2:26][CH2:25][N:24]([CH2:27][C:28]4[CH:33]=[CH:32][CH:31]=[CH:30][CH:29]=4)[CH2:23][CH2:22]3)=[C:16]([Cl:19])[CH:17]=2)[CH:12]=[CH:11][N:10]=1)C1C=CC=CC=1.CO>Cl.O>[CH2:27]([N:24]1[CH2:23][CH2:22][C:21]([C:34]2[CH:39]=[CH:38][CH:37]=[CH:36][CH:35]=2)([O:20][C:15]2[CH:14]=[C:13]3[C:18](=[CH:17][C:16]=2[Cl:19])[C:9](=[O:8])[NH:10][CH:11]=[CH:12]3)[CH2:26][CH2:25]1)[C:28]1[CH:33]=[CH:32][CH:31]=[CH:30][CH:29]=1. Reported procedure: 920 mg of 1-Benzyloxy-6-(1-benzyl-4-phenyl-piperidin-4-yloxy)-7-chloro-isoquinoline (68) were suspended in 1M HCl and dissolved by addition of methanol. After stirring overnight, the solution was diluted with water, extracted with methyl tert. butyl ether and the aqueous layer was lyophilized. The product was purified by crystallization to give 98 mg of the desired product as a white solid as the hydrochloride. Rt=1.46 min (Method A). Detected mass: 445.3 (M+H+).